From a dataset of the Open Reaction Database (ORD), a public repository of structured organic reaction records. describe an organic reaction: reactants, conditions, products, and yield The reactants are CC1CCC(CC1)(N1CCN(CC1)C1=CC=CC=C1)C=1C=C(C=CC1)NC(=O)N1CCC2(OCCO2)CC1 (N-[3-[4-methyl-1-(4-phenyl-1-piperazinyl)-cyclohexyl]phenyl]-1,4-dioxa-8-azaspiro[4.5]decane-8-carboxamide), [OH-].[Na+] (NaOH). The solvent is Cl (HCl). Conditions: time 1 hour. Product: O=C1CCN(CC1)C(=O)NC1=CC(=CC=C1)C1(CCC(CC1)C)N1CCN(CC1)C1=CC=CC=C1 (4-(oxo)-N-[3-[4-methyl-1-(4-phenyl-1-pipera-zinyl)-cyclohexyl]phenyl]-1-piperidinecarboxamide). RXN SMILES: [CH3:1][CH:2]1[CH2:7][CH2:6][C:5]([C:20]2[CH:21]=[C:22]([NH:26][C:27]([N:29]3[CH2:38][CH2:37][C:32]4(OCC[O:33]4)[CH2:31][CH2:30]3)=[O:28])[CH:23]=[CH:24][CH:25]=2)([N:8]2[CH2:13][CH2:12][N:11]([C:14]3[CH:19]=[CH:18][CH:17]=[CH:16][CH:15]=3)[CH2:10][CH2:9]2)[CH2:4][CH2:3]1.[OH-].[Na+]>Cl>[O:33]=[C:32]1[CH2:37][CH2:38][N:29]([C:27]([NH:26][C:22]2[CH:23]=[CH:24][CH:25]=[C:20]([C:5]3([N:8]4[CH2:13][CH2:12][N:11]([C:14]5[CH:15]=[CH:16][CH:17]=[CH:18][CH:19]=5)[CH2:10][CH2:9]4)[CH2:4][CH2:3][CH:2]([CH3:1])[CH2:7][CH2:6]3)[CH:21]=2)=[O:28])[CH2:30][CH2:31]1 |f:1.2|. Procedure details: A solution of N-[3-[4-methyl-1-(4-phenyl-1-piperazinyl)-cyclohexyl]phenyl]-1,4-dioxa-8-azaspiro[4.5]decane-8-carboxamide (cis isomer) (34 mg, 0.066 mmol) was dissolved in 4 mL of 6N HCl and the clear homogeneous solution was allowed to stand for 1 h at room temperature. The reaction mixture was made basic with 1N NaOH, extracted with CH2Cl2, dried (Na2SO4) and concentrated to give the crude ketone. The residue was triturated with 30% EtOAc/hexanes to yield colorless crystals of 4-(oxo)-N-[3-[4-m... The reactants are C[Si](C)(C)O[Si](C)(C)C, CN(C)C=O, CI, O=c1[nH]cc([N+](=O)[O-])c(=O)[nH]1, O. The product is Cn1cc([N+](=O)[O-])c(=O)[nH]c1=O. Reaction SMILES: [CH3:1][Si:2]([O:3][Si:4]([CH3:5])([CH3:6])[CH3:7])([CH3:8])[CH3:9].[CH3:21][N:22]([CH3:23])[CH:24]=[O:25].[I:26][CH3:27].[N+:10](=[O:11])([O-:12])[c:13]1[c:14](=[O:20])[nH:15][c:16](=[O:19])[nH:17][cH:18]1.[OH2:28]>>[N+:10](=[O:11])([O-:12])[c:13]1[c:14](=[O:20])[nH:15][c:16](=[O:19])[n:17]([CH3:21])[cH:18]1. The reactants are FC(C=1C=C(C=CC1)C1=C2CC(NC2=CC=C1)=O)(F)F (4-(3-trifluoromethyl-phenyl)-1,3-dihydro-indol-2-one), N1(CCCC1)CCCNC(=O)C1=C(NC(=C1C)C=O)C (5-formyl-2,4-dimethyl-1H-pyrrole-3-carboxylic acid (3-pyrrolidin-1-yl-propyl)-amide). The reagents and catalysts are N1CCCCC1 (piperidine). Run in C(C)O (ethanol). Run at time 3 day. Product: N1(CCCC1)CCCNC(=O)C1=C(NC(=C1)C)C=C1C(NC2=CC=CC(=C12)C1=CC(=CC=C1)C(F)(F)F)=O (5-methyl-2-[2-oxo-4-(3-trifluoromethyl-phenyl)-1,2-dihydro-indol-3-ylidenemethyl]-1H-pyrrole-3-carboxylic acid (3-pyrrolidin-1-yl-propyl)-amide). The yield is 40.0%. As a reaction SMILES: [F:1][C:2]([F:20])([F:19])[C:3]1[CH:4]=[C:5]([C:9]2[CH:17]=[CH:16][CH:15]=[C:14]3[C:10]=2[CH2:11][C:12](=[O:18])[NH:13]3)[CH:6]=[CH:7][CH:8]=1.[N:21]1([CH2:26][CH2:27][CH2:28][NH:29][C:30]([C:32]2[C:36](C)=[C:35]([CH:38]=O)[NH:34][C:33]=2[CH3:40])=[O:31])[CH2:25][CH2:24][CH2:23][CH2:22]1>C(O)C.N1CCCCC1>[N:21]1([CH2:26][CH2:27][CH2:28][NH:29][C:30]([C:32]2[CH:36]=[C:35]([CH3:38])[NH:34][C:33]=2[CH:40]=[C:11]2[C:10]3[C:14](=[CH:15][CH:16]=[CH:17][C:9]=3[C:5]3[CH:6]=[CH:7][CH:8]=[C:3]([C:2]([F:1])([F:19])[F:20])[CH:4]=3)[NH:13][C:12]2=[O:18])=[O:31])[CH2:25][CH2:24][CH2:23][CH2:22]1. Procedure details: To a solution of 4-(3-trifluoromethyl-phenyl)-1,3-dihydro-indol-2-one (69.3 mg, 0.25 mmol) and 5-formyl-2,4-dimethyl-1H-pyrrole-3-carboxylic acid (3-pyrrolidin-1-yl-propyl)-amide (69.8 mg, 0.26 mmol) in ethanol (2 mL) was added piperidine (3 drops). The reaction mixture was stirred at room temperature for three days. A yellow solid product was precipitated out, filtered, washed by ethanol for three times, and dried under high vacuum to provide pure product 5-methyl-2-[2-oxo-4-(3-trifluoromethyl-... Reactants: C([O-])([O-])=O.[Cs+].[Cs+] (Cesium carbonate), C1=CC=C(C=C1)P(C2=CC=CC=C2)C3=C(C4=CC=CC=C4C=C3)C5=C(C=CC6=CC=CC=C65)P(C7=CC=CC=C7)C8=CC=CC=C8 ((S)-2,2′-bis(diphenylphosphino)-1,1′-binaphthalene), FC1=CC=C(CO)C=C1 (4-fluorobenzyl alcohol), C(C1=CC=CC=C1)C1=C(NC2=C1C(=NC=C2)Cl)C (3-benzyl-4-chloro-2-methyl-1H-pyrrolo[3,2-c]pyridine). Reagents/catalysts: C=1C=CC(=CC1)/C=C/C(=O)/C=C/C2=CC=CC=C2.C=1C=CC(=CC1)/C=C/C(=O)/C=C/C2=CC=CC=C2.C=1C=CC(=CC1)/C=C/C(=O)/C=C/C2=CC=CC=C2.[Pd].[Pd] (tris(dibenzylideneacetone)dipalladium(0)). Solvent: C1(=CC=CC=C1)C (toluene). Conditions: time 2 day. The product is Cl.C(C1=CC=CC=C1)C1=C(NC2=C1C(=NC=C2)OCC2=CC=C(C=C2)F)C (3-benzyl-2-methyl-4-(4-fluorobenzyloxy)-1H-pyrrolo[3,2-c]pyridine hydrochloride). The yield is 42.3%. Reaction SMILES: C(=O)([O-])[O-].[Cs+].[Cs+].C1C=CC(P(C2C=CC3C(=CC=CC=3)C=2C2C3C(=CC=CC=3)C=CC=2P(C2C=CC=CC=2)C2C=CC=CC=2)C2C=CC=CC=2)=CC=1.[F:53][C:54]1[CH:61]=[CH:60][C:57]([CH2:58][OH:59])=[CH:56][CH:55]=1.[CH2:62]([C:69]1[C:73]2[C:74]([Cl:78])=[N:75][CH:76]=[CH:77][C:72]=2[NH:71][C:70]=1[CH3:79])[C:63]1[CH:68]=[CH:67][CH:66]=[CH:65][CH:64]=1>C1(C)C=CC=CC=1.C1C=CC(/C=C/C(/C=C/C2C=CC=CC=2)=O)=CC=1.C1C=CC(/C=C/C(/C=C/C2C=CC=CC=2)=O)=CC=1.C1C=CC(/C=C/C(/C=C/C2C=CC=CC=2)=O)=CC=1.[Pd].[Pd]>[ClH:78].[CH2:62]([C:69]1[C:73]2[C:74]([O:59][CH2:58][C:57]3[CH:60]=[CH:61][C:54]([F:53])=[CH:55][CH:56]=3)=[N:75][CH:76]=[CH:77][C:72]=2[NH:71][C:70]=1[CH3:79])[C:63]1[CH:64]=[CH:65][CH:66]=[CH:67][CH:68]=1 |f:0.1.2,7.8.9.10.11,12.13|. Procedure: Cesium carbonate (93 mg, 0.28 mmol), (S)-2,2′-bis(diphenylphosphino)-1,1′-binaphthalene (12 mg, 0.021 mmol), tris(dibenzylideneacetone)dipalladium(0) (9 mg, 0.010 mmol), and 4-fluorobenzyl alcohol (0.031 ml, 0.28 mmol) were added to a solution of 3-benzyl-4-chloro-2-methyl-1H-pyrrolo[3,2-c]pyridine (50 mg, 0.17 mmol) prepared in Preparation 2 in toluene (3 ml). The reaction mixture was refluxed under stirring for 2 days. The reaction mixture was cooled to room temperature, filtered, and then con... Starting materials: Cc1ccccc1, ClP(c1ccccc1)c1ccccc1, CC(C)c1nc(N(C)S(C)(=O)=O)nc(-c2ccc(F)cc2)c1CO, [K+], C1COCCOCCOCCOCCOCCO1, [OH-], O. Product: CC(C)c1nc(N(C)S(C)(=O)=O)nc(-c2ccc(F)cc2)c1CP(=O)(c1ccccc1)c1ccccc1. Reaction SMILES: [CH3:59][c:60]1[cH:61][cH:62][cH:63][cH:64][cH:65]1.[Cl:25][P:26]([c:27]1[cH:28][cH:29][cH:30][cH:31][cH:32]1)[c:33]1[cH:34][cH:35][cH:36][cH:37][cH:38]1.[F:1][c:2]1[cH:3][cH:4][c:5](-[c:8]2[n:9][c:10]([N:19]([S:20](=[O:21])(=[O:22])[CH3:23])[CH3:24])[n:11][c:12]([CH:16]([CH3:17])[CH3:18])[c:13]2[CH2:14][OH:15])[cH:6][cH:7]1.[K+:40].[O:41]1[CH2:42][CH2:43][O:44][CH2:45][CH2:46][O:47][CH2:48][CH2:49][O:50][CH2:51][CH2:52][O:53][CH2:54][CH2:55][O:56][CH2:57][CH2:58]1.[OH-:39].[OH2:66]>>[F:1][c:2]1[cH:3][cH:4][c:5](-[c:8]2[n:9][c:10]([N:19]([S:20](=[O:21])(=[O:22])[CH3:23])[CH3:24])[n:11][c:12]([CH:16]([CH3:17])[CH3:18])[c:13]2[CH2:14][P:26]([c:27]2[cH:28][cH:29][cH:30][cH:31][cH:32]2)([c:33]2[cH:34][cH:35][cH:36][cH:37][cH:38]2)=[O:41])[cH:6][cH:7]1. The reactants are ClC1=CC=C(C=C1)C1=CC=C(C=C1)O (4-(4-chlorophenyl)phenol), [OH-].[Na+] (sodium hydroxide), ClCS(=O)(=O)[O-].[Na+] (sodium chloromethyl sulphonate). Run in O (water), O (water). Run at temperature 80 celsius, time 90 minute. Product: ClC1=CC=C(C=C1)C1=CC=C(OCS(=O)(=O)[O-])C=C1.[Na+] (sodium 4-(4-chlorophenyl)phenoxymethylsulphonate). Reaction SMILES: [Cl:1][C:2]1[CH:7]=[CH:6][C:5]([C:8]2[CH:13]=[CH:12][C:11]([OH:14])=[CH:10][CH:9]=2)=[CH:4][CH:3]=1.[OH-].[Na+:16].Cl[CH2:18][S:19]([O-:22])(=[O:21])=[O:20].[Na+]>O>[Cl:1][C:2]1[CH:3]=[CH:4][C:5]([C:8]2[CH:13]=[CH:12][C:11]([O:14][CH2:18][S:19]([O-:22])(=[O:21])=[O:20])=[CH:10][CH:9]=2)=[CH:6][CH:7]=1.[Na+:16] |f:1.2,3.4,6.7|. Reported procedure: In a 1-liter round-bottomed flask is placed 4-(4-chlorophenyl)phenol (25.5 g.), 4.0 N aqueous sodium hydroxide (39.0 ml.) and water (75 ml.). The mixture is heated to 90°-100° C., and sodium chloromethyl sulphonate (46.5 g.) is added. The mixture is heated rapidly to 160°-170° C. (bath temperature) while a current of air is passed through the flask. When most of the water has been removed the temperature of the bath is raised to, and kept at, 220°-225° C., for 90 minutes; the mixture is then coo...